This data is from the Open Reaction Database (ORD), a public repository of structured organic reaction records. The task is: describe an organic reaction: reactants, conditions, products, and yield The reactants are C(C)(C)(C)OC(=O)NCCC1CN(CCO1)C(=O)OCC1=CC(=CC(=C1)Cl)Cl (3,5-Dichlorobenzyl 2-(2-((tert-butoxycarbonyl)amino)ethyl)morpholine-4-carboxylate), [H-].[Na+] (sodium hydride), IC (Iodomethane). The solvent is O (H2O), CN(C)C=O (DMF). Run at time 16 hour. Product: C(C)(C)(C)OC(=O)N(CCC1CN(CCO1)C(=O)OCC1=CC(=CC(=C1)Cl)Cl)C (3,5-Dichlorobenzyl 2-(2-((tert-butoxycarbonyl)(methyl)amino)ethyl)morpholine-4-carboxylate). Reaction SMILES: [C:1]([O:5][C:6]([NH:8][CH2:9][CH2:10][CH:11]1[O:16][CH2:15][CH2:14][N:13]([C:17]([O:19][CH2:20][C:21]2[CH:26]=[C:25]([Cl:27])[CH:24]=[C:23]([Cl:28])[CH:22]=2)=[O:18])[CH2:12]1)=[O:7])([CH3:4])([CH3:3])[CH3:2].[H-].[Na+].I[CH3:32]>CN(C=O)C.O>[C:1]([O:5][C:6]([N:8]([CH3:32])[CH2:9][CH2:10][CH:11]1[O:16][CH2:15][CH2:14][N:13]([C:17]([O:19][CH2:20][C:21]2[CH:26]=[C:25]([Cl:27])[CH:24]=[C:23]([Cl:28])[CH:22]=2)=[O:18])[CH2:12]1)=[O:7])([CH3:4])([CH3:2])[CH3:3] |f:1.2|. Procedure details: A mixture comprising of 3,5-dichlorobenzyl 2-(2-((tert-butoxycarbonyl)amino)ethyl)morpholine-4-carboxylate (Example 11, step 1) (1 g, 2.308 mmol) and sodium hydride (60% in oil) (0.111 g, 2.77 mmol) in DMF (20 mL) was stirred at 0° C. for 15 minutes. Iodomethane (0.216 mL, 3.46 mmol) was added and the mixture was left to stir at room temperature for 16 hours. The reaction was quenched with water (10 ml) to form a suspension. The suspension was diluted with H2O (100 ml) and extracted with EtOAc (... Reactants: Cl.C(C)(C)NC1(CNC1)C(=O)N (3-isopropylaminoazetidine-3-carboxylic acid amide hydrochloride salt), ClC1=NC(=NC=2N1N=C(C2C2=CC=C(C=C2)Cl)C2=C(C=CC=C2)Cl)C (4-chloro-7-(2-chlorophenyl)-8-(4-chlorophenyl)-2-methylpyrazolo[1,5-a][1,3,5]triazine), C(C)(C)N(CC)C(C)C (diisopropylethylamine). The solvent is C(Cl)Cl (methylene chloride). Reaction conditions: time 90 minute. Yields the product ClC1=C(C=CC=C1)C1=NN2C(N=C(N=C2N2CC(C2)(C(=O)N)NC(C)C)C)=C1C1=CC=C(C=C1)Cl (1-[7-(2-Chlorophenyl)-8-(4-chlorophenyl)-2-methylpyrazolo[1,5-a][1,3,5]triazin-4-yl]-3-isopropylaminoazetidine-3-carboxylic Acid Amide). Reaction SMILES: Cl.[CH:2]([NH:5][C:6]1([C:10]([NH2:12])=[O:11])[CH2:9][NH:8][CH2:7]1)([CH3:4])[CH3:3].Cl[C:14]1[N:19]2[N:20]=[C:21]([C:30]3[CH:35]=[CH:34][CH:33]=[CH:32][C:31]=3[Cl:36])[C:22]([C:23]3[CH:28]=[CH:27][C:26]([Cl:29])=[CH:25][CH:24]=3)=[C:18]2[N:17]=[C:16]([CH3:37])[N:15]=1.C(N(C(C)C)CC)(C)C>C(Cl)Cl>[Cl:36][C:31]1[CH:32]=[CH:33][CH:34]=[CH:35][C:30]=1[C:21]1[C:22]([C:23]2[CH:28]=[CH:27][C:26]([Cl:29])=[CH:25][CH:24]=2)=[C:18]2[N:17]=[C:16]([CH3:37])[N:15]=[C:14]([N:8]3[CH2:9][C:6]([NH:5][CH:2]([CH3:4])[CH3:3])([C:10]([NH2:12])=[O:11])[CH2:7]3)[N:19]2[N:20]=1 |f:0.1|. Procedure: To a mixture of 3-isopropylaminoazetidine-3-carboxylic acid amide hydrochloride salt (I-3A-1c; 72 mg, 0.361 mmol) and 4-chloro-7-(2-chlorophenyl)-8-(4-chlorophenyl)-2-methylpyrazolo[1,5-a][1,3,5]triazine (I-2A-1b; 102 mg, 0.261 mmol) in methylene chloride (1.3 ml) was added diisopropylethylamine (0.16 ml, 0.91 mmol), dropwise. After stirring for 90 minutes, the reaction was extracted from saturated aqueous NaHCO3 with methylene chloride. The combined extracts were dried (MgSO4), concentrated, in... The reactants are Oc1ccc(Cc2ccccc2)cc1, CN(C)C=O, CN(C(=O)OC(C)(C)C)c1cc(Cl)ccc1[N+](=O)[O-], [H-], [Na+]. Yields the product CN(C(=O)OC(C)(C)C)c1cc(Oc2ccc(Cc3ccccc3)cc2)ccc1[N+](=O)[O-]. As a reaction SMILES: [CH2:1]([c:2]1[cH:3][cH:4][cH:5][cH:6][cH:7]1)[c:8]1[cH:9][cH:10][c:11]([OH:14])[cH:12][cH:13]1.[CH3:36][N:37]([CH3:38])[CH:39]=[O:40].[Cl:15][c:16]1[cH:17][cH:18][c:19]([N+:31](=[O:32])[O-:33])[c:20]([N:22]([C:23]([O:24][C:25]([CH3:26])([CH3:27])[CH3:28])=[O:29])[CH3:30])[cH:21]1.[H-:34].[Na+:35]>>[CH2:1]([c:2]1[cH:3][cH:4][cH:5][cH:6][cH:7]1)[c:8]1[cH:9][cH:10][c:11]([O:14][c:16]2[cH:17][cH:18][c:19]([N+:31](=[O:32])[O-:33])[c:20]([N:22]([C:23]([O:24][C:25]([CH3:26])([CH3:27])[CH3:28])=[O:29])[CH3:30])[cH:21]2)[cH:12][cH:13]1. The reactants are B(Br)(Br)Br (boron tribromide), COC(CC=1C2=C(SC1)C(=CC=C2)OC)=O ((7-Methoxybenzo[b]thiophen-3-yl)acetic acid methyl ester), [NH4+].[Cl-] (NH4Cl). Yield: 3.0%. Run in ClCCl (dichloromethane). Procedure: 29 mL of boron tribromide (1M in dichloromethane) was added slowly dropwise to a stirred solution of compound 77A from the preceding step (4.5 g, 19 mmol) in 100 mL of dichloromethane under N2 at icebath temperature. An hour after the addition, 60 mL of 15% aq NH4Cl was added slowly dropwise, the mixture was stirred for an additional 30 min, then the layers allowed to separate. The organic layer was washed with water, then sat brine, then dried over MgSO4. The solvent was removed in vacuo, and t... RXN SMILES: B(Br)(Br)Br.[CH3:5][O:6][C:7](=[O:20])[CH2:8][C:9]1[C:10]2[CH:17]=[CH:16][CH:15]=[C:14]([O:18]C)[C:11]=2[S:12][CH:13]=1.[NH4+].[Cl-]>ClCCl>[CH3:5][O:6][C:7](=[O:20])[CH2:8][C:9]1[C:10]2[CH:17]=[CH:16][CH:15]=[C:14]([OH:18])[C:11]=2[S:12][CH:13]=1 |f:2.3|. The product is COC(CC=1C2=C(SC1)C(=CC=C2)O)=O ((7-Hydroxy-benzo[b]thiophen-3-yl)acetic acid methyl ester). Run at time 30 minute. Reactants: C(C=C)(=O)O (acrylic acid), C(C)(C)C1CCC(CC1)O (4-isopropylcyclohexanol), C(C)(C)(C)OOC(C)(C)C (di-tert-butylperoxide), C(C)(C)C1CCC(CC1)O (4-isopropylcyclohexanol). Product: C(C)(C)C1CCC2(CCC(O2)=O)CC1 (8-Isopropyl-1-oxaspiro[4.5]decan-2-one). RXN SMILES: [CH:1]([CH:4]1[CH2:9][CH2:8][CH:7]([OH:10])[CH2:6][CH2:5]1)([CH3:3])[CH3:2].[C:11](O)(=[O:14])[CH:12]=[CH2:13].C(OOC(C)(C)C)(C)(C)C>>[CH:1]([CH:4]1[CH2:9][CH2:8][C:7]2([O:10][C:11](=[O:14])[CH2:12][CH2:13]2)[CH2:6][CH2:5]1)([CH3:3])[CH3:2]. Reported procedure: To 1247 g of 4-isopropylcyclohexanol at 143°-150° C. was added in 6 hrs a mixture of 71.1 g (1.0 m) acrylic acid, 142 g (1.0 m) 4-isopropylcyclohexanol and 14.6 g (0.1 m) di-tert-butylperoxide. After an additional hour at 143°-150° the mixture was distilled at reduced pressure yielding 142.1 g. Bp:125°-141° C. (1.0 mm Hg). Odor:woody, milky-lactone, dry. Analysis:99% pure by VPC: 44% cis (odor:nonalactone, celery-lactone) 56% trans (odor:strong woody, cinnamic, urine)